From a dataset of the Open Reaction Database (ORD), a public repository of structured organic reaction records. describe an organic reaction: reactants, conditions, products, and yield The reactants are C(C1=CC=CC=C1)N1CCC(CC1)NC1CC2=CC(=CC=C2CC1)OC ((1-Benzyl-piperidin-4-yl)-(7-methoxy-1,2,3,4-tetrahydro-naphthalen-2-yl)-amine), C(CC)=O (propionaldehyde), [Na] (sodium). Run in ClC(C)Cl (dichloroethane). Reaction conditions: time 24 hour. Product: C(C1=CC=CC=C1)N1CCC(CC1)N(CCC)C1CC2=CC(=CC=C2CC1)OC ((1-benzyl-piperidin-4-yl)-(7-methoxy-1,2,3,4-tetrahydro-naphthalen-2-yl)-propyl-amine). RXN SMILES: [CH2:1]([N:8]1[CH2:13][CH2:12][CH:11]([NH:14][CH:15]2[CH2:24][CH2:23][C:22]3[C:17](=[CH:18][C:19]([O:25][CH3:26])=[CH:20][CH:21]=3)[CH2:16]2)[CH2:10][CH2:9]1)[C:2]1[CH:7]=[CH:6][CH:5]=[CH:4][CH:3]=1.[CH:27](=O)[CH2:28][CH3:29].[Na]>ClC(Cl)C>[CH2:1]([N:8]1[CH2:13][CH2:12][CH:11]([N:14]([CH:15]2[CH2:24][CH2:23][C:22]3[C:17](=[CH:18][C:19]([O:25][CH3:26])=[CH:20][CH:21]=3)[CH2:16]2)[CH2:27][CH2:28][CH3:29])[CH2:10][CH2:9]1)[C:2]1[CH:3]=[CH:4][CH:5]=[CH:6][CH:7]=1 |^1:30|. Procedure: To a solution of (1-benzyl-piperidin-4-yl)-(7-methoxy-1,2,3,4-tetrahydro-naphthalen-2-yl)-amine from Step 1 and propionaldehyde (4.5 mL, 62.4 mmol) in dichloroethane (200 mL) under a nitrogen atmosphere was added sodium triacetoxyborohydrde (24 g, 0.113 mol, 2 eq.) in a single portion. The reaction was stirred at room temperature for 24 h then concentrated in vacuo. The residue was partitioned between EtOAc (75 mL) and 5% aq. KOH (50 mL). The aqueous phase was extracted twice more with EtOAc (2×... Reactants: BrC1=CC=C(C=C1)NC1=C(C=NC2=CC=C(C=C12)[N+](=O)[O-])C#N (4-[(4-bromophenyl)amino]-6-nitro-3-quinolinecarbonitrile), SnCl2 dihydrate. The solvent is C(C)O (ethanol). Run at time 4 hour. The product is NC=1C=C2C(=C(C=NC2=CC1)C#N)NC1=CC=C(C=C1)Br (6-Amino-4-[(4-bromophenyl)amino]-3-quinolinecarbonitrile). Yield: 79.5%. RXN SMILES: [Br:1][C:2]1[CH:7]=[CH:6][C:5]([NH:8][C:9]2[C:18]3[C:13](=[CH:14][CH:15]=[C:16]([N+:19]([O-])=O)[CH:17]=3)[N:12]=[CH:11][C:10]=2[C:22]#[N:23])=[CH:4][CH:3]=1>C(O)C>[NH2:19][C:16]1[CH:17]=[C:18]2[C:13](=[CH:14][CH:15]=1)[N:12]=[CH:11][C:10]([C:22]#[N:23])=[C:9]2[NH:8][C:5]1[CH:6]=[CH:7][C:2]([Br:1])=[CH:3][CH:4]=1. Procedure details: A mixture of 3.10 g (8.40 mmol) 4-[(4-bromophenyl)amino]-6-nitro-3-quinolinecarbonitrile, 155 ml ethanol, and 9.47 g (42.0 mmol) SnCl2 dihydrate was heated to reflux under N2. After 4 hours, removed heat and added ice water. Made basic with sodium bicarbonate and stirred for 2 hours. With mixture still basic, extracted with chloroform, stirred organic layer with Darco and dried with sodium sulfate. Filtered, stripped solvent and dried in vacuo, giving 2.265 g of brown-yellow solid: mass spectrum... Starting materials: CCO, Cl, [Na+], [OH-], OO, Cc1cccc(-c2[nH]c(Cc3cccc(C#N)c3)nc2-c2ccc3ncnn3c2)n1. The product is Cc1cccc(-c2[nH]c(Cc3cccc(C(N)=O)c3)nc2-c2ccc3ncnn3c2)n1. Reaction SMILES: [CH3:36][CH2:37][OH:38].[ClH:35].[Na+:34].[OH-:33].[OH:31][OH:32].[n:1]1[cH:2][n:3][n:4]2[c:5]1[cH:6][cH:7][c:8](-[c:10]1[n:11][c:12]([CH2:22][c:23]3[cH:24][c:25]([C:26]#[N:27])[cH:28][cH:29][cH:30]3)[nH:13][c:14]1-[c:15]1[n:16][c:17]([CH3:21])[cH:18][cH:19][cH:20]1)[cH:9]2>>[n:1]1[cH:2][n:3][n:4]2[c:5]1[cH:6][cH:7][c:8](-[c:10]1[n:11][c:12]([CH2:22][c:23]3[cH:24][c:25]([C:26]([NH2:27])=[O:31])[cH:28][cH:29][cH:30]3)[nH:13][c:14]1-[c:15]1[n:16][c:17]([CH3:21])[cH:18][cH:19][cH:20]1)[cH:9]2. The reactants are ClC1=NC=NC(=C1)OCC=1N(C=CN1)C (4-chloro-6-(1-methyl-2-imidazolylmethoxy)pyrimidine), ClC1=C(C=CC=C1)C1C(=C(NC(=C1C(=O)OC)C)COCCO)C(=O)OCC (4-(2-chlorophenyl)-3-ethoxycarbonyl-2-(2-hydroxyethoxymethyl)-5-methoxycarbonyl-6-methyl-1,4-dihydropyridine). Product: CN1C(=NC=C1)COC1=CC=NC=N1 (6-(1-methyl-2-imidazolylmethoxy)pyrimidine). Reaction SMILES: Cl[C:2]1[CH:7]=[C:6]([O:8][CH2:9][C:10]2[N:11]([CH3:15])[CH:12]=[CH:13][N:14]=2)[N:5]=[CH:4][N:3]=1.ClC1C=CC=CC=1C1C(C(OC)=O)=C(C)NC(COCCO)=C1C(OCC)=O>>[CH3:15][N:11]1[CH:12]=[CH:13][N:14]=[C:10]1[CH2:9][O:8][C:6]1[N:5]=[CH:4][N:3]=[CH:2][CH:7]=1. Reported procedure: 4-<2-{[4-(2-Chlorophenyl)-3-ethoxycarbonyl-5-methoxycarbonyl-6-methyl-1,4-dihydropyrid-2-yl]methoxy}ethoxy>-6-(1-methyl-2-imidazolylmethoxy)pyrimidine was prepared by the method described in Example 13 using 4-chloro-6-(1-methyl-2-imidazolylmethoxy)pyrimidine and 4-(2-chlorophenyl)-3-ethoxycarbonyl-2-(2-hydroxyethoxymethyl)-5-methoxycarbonyl-6-methyl-1,4-dihydropyridine as the starting materials. The product had m.p. 48°-51° C.